This data is from the Open Reaction Database (ORD), a public repository of structured organic reaction records. The task is: describe an organic reaction: reactants, conditions, products, and yield As a reaction SMILES: [CH3:11][OH:12].[Cl:1][c:2]1[cH:3][n:4][n:5]([CH3:10])[c:6](=[O:9])[c:7]1[Cl:8]>>[c:2]1([O:12][CH3:11])[cH:3][n:4][n:5]([CH3:10])[c:6](=[O:9])[c:7]1[Cl:8]. Yields the product COc1cnn(C)c(=O)c1Cl. Reactants: CO, Cn1ncc(Cl)c(Cl)c1=O. Starting materials: ClC1=C(C=CC=C1)S(=O)(=O)N1CCN(CC1)C1=C(C=NC=C1Cl)Cl (1-[(2-chlorophenyl)sulfonyl]-4-(3,5-dichloropyridin-4-yl)piperazine), ClC=1C=NC=C(C1N1CCNCC1)Cl (1-(3,5-dichloro-4-pyridyl)piperazine). Product: ClC1=C(C=CC=C1)S(=O)(=O)Cl (2-chlorobenzene sulfonyl chloride). Yield: 59.0%. Reaction SMILES: [Cl:1][C:2]1[CH:7]=[CH:6][CH:5]=[CH:4][C:3]=1[S:8](N1CCN(C2C(Cl)=CN=CC=2Cl)CC1)(=[O:10])=[O:9].[Cl:25]C1C=NC=C(Cl)C=1N1CCNCC1>>[Cl:1][C:2]1[CH:7]=[CH:6][CH:5]=[CH:4][C:3]=1[S:8]([Cl:25])(=[O:10])=[O:9]. Procedure details: In an analogous manner to Example 1F, step 1Q 1-[(2-chlorophenyl)sulfonyl]-4-(3,5-dichloropyridin-4-yl)piperazine was prepared from 1-(3,5-dichloro-4-pyridyl)piperazine (0.1 g, 0.43 mmol) and 2-chlorobenzene sulfonyl chloride (59% yield). The reactants are CN(C)CC=1C=C(C#N)C=CC1 (3-dimethylaminomethyl-benzonitrile). As a reaction SMILES: [CH3:1][N:2]([CH2:4][C:5]1[CH:6]=[C:7]([CH:10]=[CH:11][CH:12]=1)[C:8]#[N:9])[CH3:3]>N.[Ni]>[CH3:3][N:2]([CH2:4][C:5]1[CH:6]=[C:7]([CH:10]=[CH:11][CH:12]=1)[CH2:8][NH2:9])[CH3:1]. The reagents and catalysts are [Ni] (Raney nickel). Procedure details: 7.00 g (34.95 mmol) 3-dimethylaminomethyl-benzonitrile are placed in 100 ml of methanolic ammonia solution and hydrogenated with 1.40 g Raney nickel at ambient temperature under a pressure of 3 bar. The catalyst is suction filtered, the filtrate is evaporated down. The residue is purified by chromatography. The solvent is N (ammonia). Yields the product CN(C)CC=1C=C(CN)C=CC1 (3-dimethylaminomethyl-benzylamine). Starting materials: COC(=O)c1cc(-c2cnn(C)c2)cc(C(F)(F)F)c1, CO, [Na+], [OH-]. Yields the product Cn1cc(-c2cc(C(=O)O)cc(C(F)(F)F)c2)cn1. RXN SMILES: [CH3:1][n:2]1[n:3][cH:4][c:5](-[c:7]2[cH:8][c:9]([C:10](=[O:11])[O:12][CH3:13])[cH:14][c:15]([C:17]([F:18])([F:19])[F:20])[cH:16]2)[cH:6]1.[CH3:23][OH:24].[Na+:22].[OH-:21]>>[CH3:1][n:2]1[n:3][cH:4][c:5](-[c:7]2[cH:8][c:9]([C:10](=[O:11])[OH:12])[cH:14][c:15]([C:17]([F:18])([F:19])[F:20])[cH:16]2)[cH:6]1. Reaction SMILES: [OH-].[Na+].[CH3:3][C:4]([CH3:9])=[CH:5][C:6](=[O:8])[CH3:7].[CH2:10](Cl)[C:11]1[CH:16]=[CH:15][CH:14]=[CH:13][CH:12]=1>O.[Cl-].C([N+](CC)(CC)CCCCCCCCCCCC)C>[CH2:10]([C:5](=[C:4]([CH3:9])[CH3:3])[C:6](=[O:8])[CH3:7])[C:11]1[CH:16]=[CH:15][CH:14]=[CH:13][CH:12]=1 |f:0.1,5.6|. Reagents/catalysts: [Cl-].C(C)[N+](CCCCCCCCCCCC)(CC)CC (triethyldodecyl ammonium chloride). The solvent is O (water), O (water). Procedure: A solution of 2.7 g (65 millimole) of NaOH in 2.5 ml of water was added to 8.5 g (90 millimole) of 4-methyl-3-pentene-2-one and stirred at 40° C. while 200 mg of triethyldodecyl ammonium chloride was added. The red solution was treated with 5.4 g (45 millimole) of benzyl chloride and the stirring continued for 4 hours at 50° C. The resulting yellow brown solution was cooled to room temperature and diluted with 10 ml of water, followed by extraction with 50 ml of ether. The organic extract was wa... Conditions: time 4 hour. The product is C(C1=CC=CC=C1)C(C(C)=O)=C(C)C (3-benzyl-4-methyl-3-pentene-2-one). Yield: 51.9%. Starting materials: [OH-].[Na+] (NaOH), CC(=CC(C)=O)C (4-methyl-3-pentene-2-one), C(C1=CC=CC=C1)Cl (benzyl chloride).